This data is from the Open Reaction Database (ORD), a public repository of structured organic reaction records. The task is: describe an organic reaction: reactants, conditions, products, and yield The reactants are C(C1=CC=CC=C1)N1N=C(C(=C1)CO)OCC1=CC(=C(C=C1)OCC=1N=C(OC1C)C=1OC=CC1)CC ({1-benzyl-3-[(3-ethyl-4-{[2-(2-furyl)-5-methyl-1,3-oxazol-4-yl]methoxy}benzyl)oxy]-1H-pyrazol-4-yl}methanol). Reagents/catalysts: [O-2].[O-2].[Mn+4] (manganese dioxide). Run in O1CCCC1 (tetrahydrofuran). Run at time 3 hour. Yields the product C(C1=CC=CC=C1)N1N=C(C(=C1)C=O)OCC1=CC(=C(C=C1)OCC=1N=C(OC1C)C=1OC=CC1)CC (1-benzyl-3-[(3-ethyl-4-{[2-(2-furyl)-5-methyl-1,3-oxazol-4-yl]methoxy}benzyl)oxy]-1H-pyrazole-4-carbaldehyde). The yield is 87.3%. RXN SMILES: [CH2:1]([N:8]1[CH:12]=[C:11]([CH2:13][OH:14])[C:10]([O:15][CH2:16][C:17]2[CH:22]=[CH:21][C:20]([O:23][CH2:24][C:25]3[N:26]=[C:27]([C:31]4[O:32][CH:33]=[CH:34][CH:35]=4)[O:28][C:29]=3[CH3:30])=[C:19]([CH2:36][CH3:37])[CH:18]=2)=[N:9]1)[C:2]1[CH:7]=[CH:6][CH:5]=[CH:4][CH:3]=1>[O-2].[O-2].[Mn+4].O1CCCC1>[CH2:1]([N:8]1[CH:12]=[C:11]([CH:13]=[O:14])[C:10]([O:15][CH2:16][C:17]2[CH:22]=[CH:21][C:20]([O:23][CH2:24][C:25]3[N:26]=[C:27]([C:31]4[O:32][CH:33]=[CH:34][CH:35]=4)[O:28][C:29]=3[CH3:30])=[C:19]([CH2:36][CH3:37])[CH:18]=2)=[N:9]1)[C:2]1[CH:3]=[CH:4][CH:5]=[CH:6][CH:7]=1 |f:1.2.3|. Reported procedure: A mixture of {1-benzyl-3-[(3-ethyl-4-{[2-(2-furyl)-5-methyl-1,3-oxazol-4-yl]methoxy}benzyl)oxy]-1H-pyrazol-4-yl}methanol (0.23 g), activated manganese dioxide (0.70 g) and tetrahydrofuran (10 mL) was stirred at room temperature for 3 hrs. Manganese dioxide was removed by filtration and the filtrate was concentrated. The obtained crystals were collected by filtration to give 1-benzyl-3-[(3-ethyl-4-{[2-(2-furyl)-5-methyl-1,3-oxazol-4-yl]methoxy}benzyl)oxy]-1H-pyrazole-4-carbaldehyde as colorless c...